This data is from the Open Reaction Database (ORD), a public repository of structured organic reaction records. The task is: describe an organic reaction: reactants, conditions, products, and yield Reactants: BrC=1C=C2C(=C(C=NC2=CC1)C(=O)C1CC1)N1CCC2(CCN(C2)C(=O)OC(C)(C)C)CC1 (tert-butyl 8-[6-bromo-3-(cyclopropanecarbonyl)quinolin-4-yl]-2,8-diazaspiro[4,5]decane-2-carboxylate), ClC=1C=C(C=C(C1O)OC)B(O)O (3-chloro-4-hydroxy-5-methoxyphenylboronic acid). Product: ClC=1C=C(C=C(C1O)OC)C=1C=C2C(=C(C=NC2=CC1)C(=O)C1CC1)N1CCC2(CCN(C2)C(=O)OC(C)(C)C)CC1 (tert-Butyl 8-[6-(3-chloro-4-hydroxy-5-methoxyphenyl)-3-(cyclopropanecarbonyl)quinolin-4-yl]-2,8-diazaspiro[4,5]decane-2-carboxylate). Isolated yield 191.5%. RXN SMILES: Br[C:2]1[CH:3]=[C:4]2[C:9](=[CH:10][CH:11]=1)[N:8]=[CH:7][C:6]([C:12]([CH:14]1[CH2:16][CH2:15]1)=[O:13])=[C:5]2[N:17]1[CH2:33][CH2:32][C:20]2([CH2:24][N:23]([C:25]([O:27][C:28]([CH3:31])([CH3:30])[CH3:29])=[O:26])[CH2:22][CH2:21]2)[CH2:19][CH2:18]1.[Cl:34][C:35]1[CH:36]=[C:37](B(O)O)[CH:38]=[C:39]([O:42][CH3:43])[C:40]=1[OH:41]>>[Cl:34][C:35]1[CH:36]=[C:37]([C:2]2[CH:3]=[C:4]3[C:9](=[CH:10][CH:11]=2)[N:8]=[CH:7][C:6]([C:12]([CH:14]2[CH2:16][CH2:15]2)=[O:13])=[C:5]3[N:17]2[CH2:33][CH2:32][C:20]3([CH2:24][N:23]([C:25]([O:27][C:28]([CH3:31])([CH3:30])[CH3:29])=[O:26])[CH2:22][CH2:21]3)[CH2:19][CH2:18]2)[CH:38]=[C:39]([O:42][CH3:43])[C:40]=1[OH:41]. Reported procedure: Following general procedure F, tert-butyl 8-[6-bromo-3-(cyclopropanecarbonyl)quinolin-4-yl]-2,8-diazaspiro[4,5]decane-2-carboxylate (50 mg, 0.097 mmol) was reacted with 3-chloro-4-hydroxy-5-methoxyphenylboronic acid (41 mg, 0.161 mmol) to afford the crude product (110 mg) as a brown oil: ESI MS m/z 593 [C33H38ClN3O5+H]+. Starting materials: [Br-], COC(=O)CC(N)C(=O)O, Cl, [K+], O=N[O-], [Na+], O, O=S(=O)(O)O. The product is COC(=O)CC(Br)C(=O)O. RXN SMILES: [Br-:18].[CH3:2][O:3][C:4]([CH2:5][CH:6]([C:7](=[O:8])[OH:9])[NH2:10])=[O:11].[ClH:1].[K+:17].[N:19]([O-:20])=[O:21].[Na+:22].[OH2:23].[S:12](=[O:13])(=[O:14])([OH:15])[OH:16]>>[CH3:2][O:3][C:4]([CH2:5][CH:6]([C:7](=[O:8])[OH:9])[Br:18])=[O:11]. Reactants: O=C([O-])[O-], CN(C)C=O, O=C(OC(Cl)(Cl)Cl)OC(Cl)(Cl)Cl, ClCCl, [K+], [K+], OC1CCOc2ccccc21, Sc1nc[nH]n1, c1ccncc1. Yields the product c1ccc2c(c1)OCCC2Sc1nc[nH]n1. As a reaction SMILES: [C:30](=[O:31])([O-:32])[O-:33].[CH3:36][N:37]([CH3:38])[CH:39]=[O:40].[Cl:1][C:2]([Cl:3])([O:4][C:5](=[O:6])[O:7][C:8]([Cl:9])([Cl:10])[Cl:11])[Cl:12].[Cl:47][CH2:48][Cl:49].[K+:34].[K+:35].[O:13]1[CH2:14][CH2:15][CH:16]([OH:23])[c:17]2[cH:18][cH:19][cH:20][cH:21][c:22]21.[SH:24][c:25]1[n:26][nH:27][cH:28][n:29]1.[cH:41]1[cH:42][cH:43][n:44][cH:45][cH:46]1>>[O:13]1[CH2:14][CH2:15][CH:16]([S:24][c:25]2[n:26][nH:27][cH:28][n:29]2)[c:17]2[cH:18][cH:19][cH:20][cH:21][c:22]21. Starting materials: C12C(C3CC(CC(C1)C3)C2)=CC(=O)NC2=C(C=C(C=C2)O)O (2-(Adamantan-2-ylidene)-N-(2,4-dihydroxyphenyl)acetamide), C12(CC3CC(CC(C1)C3)C2)CC(=O)NC2=C(C=C(C=C2)O)O (2-(Adamantan-1-yl)-N-(2,4-dihydroxy-phenyl)acetamide), C12C(C3CC(CC(C1)C3)C2)=CC(=O)O ((adamantan-2-ylidene)acetic acid), C1(=CC=CC=C1)P(C1=CC=CC=C1)C1=CC=CC=C1 (triphenylphosphane), N1=C(C=CC=C1)SSC1=NC=CC=C1 (dipyridyldisulfide), C(C)N(C(C)C)C(C)C (N-ethyl-diisopropylamine), [OH-].OC1=C(N)C=CC(=C1)O (2,4-dihydroxyaniline hydroxide). Run in ClCCl (dichloromethane). Conditions: time 8 hour. Product: C12C(C3CC(CC(C1)C3)C2)=CC=2SC3=C(N2)C=CC(=C3)O (2-(Adamantan-2-ylidenmethyl)benzthiazol-6-ol). Reaction SMILES: [CH:1]12[CH2:10][CH:5]3[CH2:6][CH:7]([CH2:9][CH:3]([CH2:4]3)[C:2]1=[CH:11][C:12]([NH:14][C:15]1[CH:20]=[CH:19][C:18]([OH:21])=[CH:17][C:16]=1O)=O)[CH2:8]2.C12(CC(NC3C=CC(O)=CC=3O)=O)CC3CC(CC(C3)C1)C2.C12CC3CC(CC(C3)C1=CC(O)=O)C2.C1(P(C2C=CC=CC=2)C2C=CC=CC=2)C=CC=CC=1.N1C=CC=CC=1[S:84]SC1C=CC=CN=1.C(N(C(C)C)C(C)C)C.[OH-].OC1C=C(O)C=CC=1N>ClCCl>[CH:1]12[CH2:10][CH:5]3[CH2:6][CH:7]([CH2:9][CH:3]([CH2:4]3)[C:2]1=[CH:11][C:12]1[S:84][C:16]3[CH:17]=[C:18]([OH:21])[CH:19]=[CH:20][C:15]=3[N:14]=1)[CH2:8]2 |f:6.7|. Reported procedure: 2-(Adamantan-2-ylidene)-N-(2,4-dihydroxyphenyl)acetamide (formula VII) 3.0 g (adamantan-2-ylidene)acetic acid (formula R3COOH), 5.91 g triphenylphosphane and 4.95 g dipyridyldisulfide, dissolved in 100 ml of dichloromethane, are stirred at room temperature overnight. To the mixture obtained, 5.13 ml of N-ethyl-diisopropylamine and 4.83 g 2,4-dihydroxyaniline hydroxide (formula V) are added and the mixture is stirred for about 24 hours, the solvent is evaporated off, the evaporation residue is di...